From a dataset of the Open Reaction Database (ORD), a public repository of structured organic reaction records. describe an organic reaction: reactants, conditions, products, and yield Reactants: crude product, [C-]#N.[K+] (KCN), C(=O)(O)[O-].[Na+] (NaHCO3), N1=CC(=CC2=CC=CC=C12)CO (Quinolin-3-yl-methanol), S(=O)(Cl)Cl (thionyl chloride). Solvent: C1=CC=CC=C1 (benzene). Yields the product N1=CC(=CC2=CC=CC=C12)CC#N (Quinolin-3-yl-acetonitrile). Reaction SMILES: [N:1]1[C:10]2[C:5](=[CH:6][CH:7]=[CH:8][CH:9]=2)[CH:4]=[C:3]([CH2:11]O)[CH:2]=1.S(Cl)(Cl)=O.[C-:17]#[N:18].[K+].C([O-])(O)=O.[Na+]>C1C=CC=CC=1>[N:1]1[C:10]2[C:5](=[CH:6][CH:7]=[CH:8][CH:9]=2)[CH:4]=[C:3]([CH2:11][C:17]#[N:18])[CH:2]=1 |f:2.3,4.5|. Procedure: A solution of quinolin-3-yl-methanol (227, 3.1 g, 19.5 mmol) and thionyl chloride (Aldrich, 16.5 mL, 195 mmol) in 50 mL of benzene was refluxed for 3 h. After cooled to room temperature, the solvent was removed under reduced pressure to dryness. This crude product was used directly in the next reaction. 1H NMR (400 MHz, DMSO-d6) δ 9.20 (s, 1H), 8.82 (s, 1H), 8.21 (d, J=7.9 Hz, 1H), 8.19 (d, J=8.1 Hz, 1H), 7.97 (t, J=7.4 Hz, 1H), 7.81 (t, J=7.5 Hz, 1H), 5.09 (s, 2H). MS (EI): m/z 178 (M+H). Quino... Reactants: O1CCCC1 (tetrahydrofuran), C(C)C1(CC(=CC(=C1)CC)CC)C(C(=O)OCC)=O (ethyl 2-(1,3,5-triethylphenyl)-2-oxoacetate), [OH-].[Na+] (sodium hydroxide). The solvent is O (water). Reaction conditions: time 30 minute. Yields the product C(C)C1(CC(=CC(=C1)CC)CC)C(C(=O)O)=O (2-(1,3,5-triethylphenyl)-2-oxoacetic acid). The yield is 92.1%. As a reaction SMILES: O1CCCC1.[CH2:6]([C:8]1([C:18](=[O:24])[C:19]([O:21]CC)=[O:20])[CH:13]=[C:12]([CH2:14][CH3:15])[CH:11]=[C:10]([CH2:16][CH3:17])[CH2:9]1)[CH3:7].[OH-].[Na+]>O>[CH2:6]([C:8]1([C:18](=[O:24])[C:19]([OH:21])=[O:20])[CH:9]=[C:10]([CH2:16][CH3:17])[CH:11]=[C:12]([CH2:14][CH3:15])[CH2:13]1)[CH3:7] |f:2.3|. Procedure details: To a 3 L volume four-necked flask, tetrahydrofuran (750 ml) and ethyl 2-(1,3,5-triethylphenyl)-2-oxoacetate (9-b) (261.0 g) were added, and sodium hydroxide (88 g) dissolved in water (237 g) was added dropwise thereto at about 15-20° C. The resulting mixture was stirred at room temperature for 1 hour and 30 minutes. The solid was removed by decantation. The liquid part was concentrated under reduced pressure. The residue was extracted with toluene and water. After the organic layer was removed, ...